Dataset: the Open Reaction Database (ORD), a public repository of structured organic reaction records. Task: describe an organic reaction: reactants, conditions, products, and yield The reactants are N[C@@H](CC(C)C)C(=O)O (L-leucine), Cl (HCl), O1CCC(CC1)=O (tetrahydro-4H-pyran-4-one), [H][H] (hydrogen), [H][H] (hydrogen). Reagents/catalysts: [Pd] (Pd/C). Solvent: O (water), C(C)O (ethanol), O (water). Run at temperature 0 celsius. Yields the product CC(C[C@@H](C(=O)O)NC1CCOCC1)C ((S)-4-Methyl-2-(tetrahydro-pyran-4-ylamino)-pentanoic acid). Isolated yield 53.5%. Reaction SMILES: [NH2:1][C@H:2]([C:7]([OH:9])=[O:8])[CH2:3][CH:4]([CH3:6])[CH3:5].Cl.[O:11]1[CH2:16][CH2:15][C:14](=O)[CH2:13][CH2:12]1.[H][H]>C(O)C.O.[Pd]>[CH3:5][CH:4]([CH3:6])[CH2:3][C@H:2]([NH:1][CH:14]1[CH2:15][CH2:16][O:11][CH2:12][CH2:13]1)[C:7]([OH:9])=[O:8]. Reported procedure: A mixture of L-leucine (20.0 g, 152 mmol), concentrated aqueous HCl solution (13.1 mL, 36.5%), and tetrahydro-4H-pyran-4-one (30.0 g, 300 mmol, Aldrich, Milwaukee, Wis.) was agitated in an atmosphere of hydrogen (pressure, 43-51 psi) at room temperature in a mixture of ethanol and water (1:1, v/v, 400 mL) in the presence of Pd/C (20%, 4 g) until the absorption of hydrogen almost ceased, filtered. The filtrate was treated with concentrated aqueous ammonium hydroxide (29.8%) to adjust the pH to 5....